Dataset: the Open Reaction Database (ORD), a public repository of structured organic reaction records. Task: describe an organic reaction: reactants, conditions, products, and yield Reactants: Cl (hydrochloric acid), aqueous solution, [OH-].[Na+] (sodium hydroxide), C(C1=CC=CC=C1)OC(=O)NC1=CC=C(OCC(=O)OCC)C=C1 (ethyl 4-(benzyloxycarbonylamino)phenoxyacetate). Run in CO (methanol). Run at time 1 hour. The product is C(C1=CC=CC=C1)OC(=O)NC1=CC=C(OCC(=O)O)C=C1 (4-(Benzyloxycarbonylamino)phenoxyacetic acid). The yield is 91.1%. As a reaction SMILES: [OH-].[Na+].[CH2:3]([O:10][C:11]([NH:13][C:14]1[CH:26]=[CH:25][C:17]([O:18][CH2:19][C:20]([O:22]CC)=[O:21])=[CH:16][CH:15]=1)=[O:12])[C:4]1[CH:9]=[CH:8][CH:7]=[CH:6][CH:5]=1.Cl>CO>[CH2:3]([O:10][C:11]([NH:13][C:14]1[CH:15]=[CH:16][C:17]([O:18][CH2:19][C:20]([OH:22])=[O:21])=[CH:25][CH:26]=1)=[O:12])[C:4]1[CH:5]=[CH:6][CH:7]=[CH:8][CH:9]=1 |f:0.1|. Procedure: 1.67 ml (1.67 mmol) of a 1N aqueous solution of sodium hydroxide were added, whilst ice-cooling, to a solution of 500 mg (1.52 mmol) of ethyl 4-(benzyloxycarbonylamino)phenoxyacetate (prepared as described in Preparation 14) in 10 ml of methanol, and the mixture was stirred at room temperature for 1 hour. At the end of this time, the reaction mixture was neutralized by the addition of 1N aqueous hydrochloric acid, and the solvent was removed by distillation under reduced pressure. The residue wa... Starting materials: CCOC(C)=O, O=C(OC(=O)C(F)(F)F)C(F)(F)F, C1COCCO1, COc1cc(O)c2c(c1C)C(=O)OCCCCC(=O)NC(C(N)=O)CSC2, c1ccncc1. Product: COc1cc(O)c2c(c1C)C(=O)OCCCCC(=O)NC(C#N)CSC2. RXN SMILES: [CH3:47][CH2:48][O:49][C:50](=[O:51])[CH3:52].[F:34][C:35]([F:36])([F:37])[C:38]([O:39][C:40](=[O:41])[C:42]([F:43])([F:44])[F:45])=[O:46].[O:53]1[CH2:54][CH2:55][O:56][CH2:57][CH2:58]1.[OH:1][c:2]1[cH:3][c:4]([O:26][CH3:27])[c:5]([CH3:25])[c:6]2[c:19]1[CH2:18][S:17][CH2:16][CH:15]([C:20](=[O:21])[NH2:22])[NH:14][C:13](=[O:23])[CH2:12][CH2:11][CH2:10][CH2:9][O:8][C:7]2=[O:24].[cH:28]1[cH:29][cH:30][n:31][cH:32][cH:33]1>>[OH:1][c:2]1[cH:3][c:4]([O:26][CH3:27])[c:5]([CH3:25])[c:6]2[c:19]1[CH2:18][S:17][CH2:16][CH:15]([C:20]#[N:22])[NH:14][C:13](=[O:23])[CH2:12][CH2:11][CH2:10][CH2:9][O:8][C:7]2=[O:24]. Reactants: COC1=CC=C(C=C1)CC(=O)Cl (4-methoxyphenylacetyl chloride). Solvent: C1=CC=CC=C1 (benzene). Yields the product C1(=CC=CC=C1)C(CC1=CC=C(C=C1)OC)=O (1-Phenyl-2-(4-methoxyphenyl)ethanone). RXN SMILES: [CH3:1][O:2][C:3]1[CH:8]=[CH:7][C:6]([CH2:9][C:10](Cl)=[O:11])=[CH:5][CH:4]=1>C1C=CC=CC=1>[C:3]1([C:10](=[O:11])[CH2:9][C:6]2[CH:7]=[CH:8][C:3]([O:2][CH3:1])=[CH:4][CH:5]=2)[CH:8]=[CH:7][CH:6]=[CH:5][CH:4]=1. Procedure: 1-Phenyl-2-(4-methoxyphenyl)ethanone was prepared from benzene and 4-methoxyphenylacetyl chloride (prepared by heating the commercially available carboxylic acid in thionyl chloride and subsequent concentration) using the method described in step A of Example 9. 1-Phenyl-2-(4-methoxyphenyl)ethanone was converted to the title compound following the procedures outlined in steps C-E of Example 1, except for the following modifications: 1) in step C, the acidic hydrolysis reaction, after dilution wi...